This data is from the Open Reaction Database (ORD), a public repository of structured organic reaction records. The task is: describe an organic reaction: reactants, conditions, products, and yield Starting materials: [N+](=O)([O-])C=1C=C(OC2=CC=C(C=C2)C(C)(C)C2=CC=C(C=C2)OC2=CC(=CC=C2)[N+](=O)[O-])C=CC1 (2,2-bis[4-(3-nitrophenoxy)phenyl]propane), ferric chloride hexa-hydrate, glass, O.NN (hydrazine hydrate). Run in COCCO (ethyleneglycol monomethylether). Run at time 30 minute. Yields the product NC=1C=C(OC2=CC=C(C=C2)C(C)(C)C2=CC=C(C=C2)OC2=CC(=CC=C2)N)C=CC1 (2,2-bis[4-(3-aminophenoxy)phenyl]propane). The yield is 75.0%. Reaction SMILES: [N+:1]([C:4]1[CH:5]=[C:6]([CH:33]=[CH:34][CH:35]=1)[O:7][C:8]1[CH:13]=[CH:12][C:11]([C:14]([C:17]2[CH:22]=[CH:21][C:20]([O:23][C:24]3[CH:29]=[CH:28][CH:27]=[C:26]([N+:30]([O-])=O)[CH:25]=3)=[CH:19][CH:18]=2)([CH3:16])[CH3:15])=[CH:10][CH:9]=1)([O-])=O.O.NN>COCCO>[NH2:30][C:26]1[CH:25]=[C:24]([CH:29]=[CH:28][CH:27]=1)[O:23][C:20]1[CH:19]=[CH:18][C:17]([C:14]([C:11]2[CH:12]=[CH:13][C:8]([O:7][C:6]3[CH:33]=[CH:34][CH:35]=[C:4]([NH2:1])[CH:5]=3)=[CH:9][CH:10]=2)([CH3:15])[CH3:16])=[CH:22][CH:21]=1 |f:1.2|. Reported procedure: In the second step, a 500 ml glass reaction vessel was charged with 100 grams (0.21 mol) of 2,2-bis[4-(3-nitrophenoxy)phenyl]propane, 10 grams of active carbon, 1 gram of ferric chloride hexa-hydrate and 300 ml of ethyleneglycol monomethylether. The mixture was refluxed with stirring for 30 minutes, followed by dropping 42 grams (0.84 mol) of hydrazine hydrate at 70°-80° C. during 2 hours, and stirred for further 5 hours at 70°-80° C. The resultant reaction mixture was cooled, filtered to remove... The reactants are CC(=O)O, O=C1Nc2ccc(I)cc2C1=O, NNC(=O)c1ccc(C(=O)Nc2cccc(S(=O)(=O)C(F)(F)F)c2)cc1. Product: O=C1Nc2ccc(I)cc2C1=NNC(=O)c1ccc(C(=O)Nc2cccc(S(=O)(=O)C(F)(F)F)c2)cc1. As a reaction SMILES: [CH3:39][C:40](=[O:41])[OH:42].[I:1][c:2]1[cH:3][c:4]2[c:8]([cH:9][cH:10]1)[NH:7][C:6](=[O:11])[C:5]2=[O:12].[NH:13]([NH2:14])[C:15](=[O:16])[c:17]1[cH:18][cH:19][c:20]([C:21](=[O:22])[NH:23][c:24]2[cH:25][c:26]([S:30](=[O:31])(=[O:32])[C:33]([F:34])([F:35])[F:36])[cH:27][cH:28][cH:29]2)[cH:37][cH:38]1>>[I:1][c:2]1[cH:3][c:4]2[c:8]([cH:9][cH:10]1)[NH:7][C:6](=[O:11])[C:5]2=[N:14][NH:13][C:15](=[O:16])[c:17]1[cH:18][cH:19][c:20]([C:21](=[O:22])[NH:23][c:24]2[cH:25][c:26]([S:30](=[O:31])(=[O:32])[C:33]([F:34])([F:35])[F:36])[cH:27][cH:28][cH:29]2)[cH:37][cH:38]1. The reactants are N1C(C2(C3=CC=CC=C13)C1=C(OC2)C=C2OCCC2=C1)=O (5,6-dihydrospiro[benzo[1,2-b:5,4-b′]difuran-3,3′-indol]-2′(1′H)-one), BrCC1OCCCC1 (2-(bromomethyl)tetrahydro-2H-pyran), C([O-])([O-])=O.[Cs+].[Cs+] (cesium carbonate). Run in CC(CC)=O (butanone). Yields the product O1C(CCCC1)CN1C(C2(C3=CC=CC=C13)C1=C(OC2)C=C2OCCC2=C1)=O (1′-(tetrahydro-2H-pyran-2-ylmethyl)-5,6-dihydrospiro[benzo[1,2-b:5,4-b′]difuran-3,3′-indol]-2′(1′H)-one). Isolated yield 82.1%. RXN SMILES: [NH:1]1[C:9]2[C:4](=[CH:5][CH:6]=[CH:7][CH:8]=2)[C:3]2([CH2:13][O:12][C:11]3[CH:14]=[C:15]4[C:19](=[CH:20][C:10]2=3)[CH2:18][CH2:17][O:16]4)[C:2]1=[O:21].Br[CH2:23][CH:24]1[CH2:29][CH2:28][CH2:27][CH2:26][O:25]1.C(=O)([O-])[O-].[Cs+].[Cs+]>CC(=O)CC>[O:25]1[CH2:26][CH2:27][CH2:28][CH2:29][CH:24]1[CH2:23][N:1]1[C:9]2[C:4](=[CH:5][CH:6]=[CH:7][CH:8]=2)[C:3]2([CH2:13][O:12][C:11]3[CH:14]=[C:15]4[C:19](=[CH:20][C:10]2=3)[CH2:18][CH2:17][O:16]4)[C:2]1=[O:21] |f:2.3.4|. Procedure details: A mixture of 5,6-dihydrospiro[benzo[1,2-b:5,4-b′]difuran-3,3′-indol]-2′(1′H)-one (0.28 g, 1.0 mmol), 2-(bromomethyl)tetrahydro-2H-pyran (0.36 g, 2.0 mmol) and cesium carbonate (1.00 g, 3.0 mmol) was stirred in butanone at 80° C. for 3 h. Upon cooling to ambient temperature, the reaction mixture was filtered, and the filtrate was evaporated under reduced pressure. The residue was subjected to column chromatography with ethyl acetate-hexanes (1:5-1:1) to afford 1′-(tetrahydro-2H-pyran-2-ylmethyl)-... Yields the product CN(C)CCOc1ccc(C(=C(c2ccccc2)C(F)(F)F)c2ccc(O)cc2)cc1. RXN SMILES: [CH2:1]([c:2]1[cH:3][cH:4][cH:5][cH:6][cH:7]1)[O:8][c:9]1[cH:10][cH:11][c:12]([C:15](=[C:16]([C:17]([F:18])([F:19])[F:20])[c:21]2[cH:22][cH:23][cH:24][cH:25][cH:26]2)[c:27]2[cH:28][cH:29][c:30]([O:33][CH2:34][CH2:35][N:36]([CH3:37])[CH3:38])[cH:31][cH:32]2)[cH:13][cH:14]1.[CH3:39][C:40](=[O:41])[OH:42]>>[OH:8][c:9]1[cH:10][cH:11][c:12]([C:15](=[C:16]([C:17]([F:18])([F:19])[F:20])[c:21]2[cH:22][cH:23][cH:24][cH:25][cH:26]2)[c:27]2[cH:28][cH:29][c:30]([O:33][CH2:34][CH2:35][N:36]([CH3:37])[CH3:38])[cH:31][cH:32]2)[cH:13][cH:14]1. The reactants are CN(C)CCOc1ccc(C(=C(c2ccccc2)C(F)(F)F)c2ccc(OCc3ccccc3)cc2)cc1, CC(=O)O. The reactants are ClCCCl, CN1CCCC1=O, CO, O=C1NC(=O)C(=Cc2cnn3c(NC4CC4)cc(N4CCNCC4)nc23)N1, O=C(O)CC1CC1, CCN(C(C)C)C(C)C, On1nnc2ccccc21. Product: O=C1NC(=O)C(=Cc2cnn3c(NC4CC4)cc(N4CCN(C(=O)CC5CC5)CC4)nc23)N1. As a reaction SMILES: [CH2:54]([Cl:55])[CH2:56][Cl:57].[CH3:58][N:59]1[CH2:60][CH2:61][CH2:62][C:63]1=[O:64].[CH3:65][OH:66].[CH:1]1([NH:4][c:5]2[cH:6][c:7]([N:22]3[CH2:23][CH2:24][NH:25][CH2:26][CH2:27]3)[n:8][c:9]3[n:10]2[n:11][cH:12][c:13]3[CH:14]=[C:15]2[C:16](=[O:21])[NH:17][C:18](=[O:20])[NH:19]2)[CH2:2][CH2:3]1.[CH:38]1([CH2:41][C:42](=[O:43])[OH:44])[CH2:39][CH2:40]1.[CH:45]([N:46]([CH2:47][CH3:48])[CH:49]([CH3:50])[CH3:51])([CH3:52])[CH3:53].[OH:28][n:29]1[c:30]2[c:31]([cH:32][cH:33][cH:34][cH:35]2)[n:36][n:37]1>>[CH:1]1([NH:4][c:5]2[cH:6][c:7]([N:22]3[CH2:23][CH2:24][N:25]([C:42]([CH2:41][CH:38]4[CH2:39][CH2:40]4)=[O:43])[CH2:26][CH2:27]3)[n:8][c:9]3[n:10]2[n:11][cH:12][c:13]3[CH:14]=[C:15]2[C:16](=[O:21])[NH:17][C:18](=[O:20])[NH:19]2)[CH2:2][CH2:3]1. The reactants are C(C)(C)(C)OC(=O)N1C(N(CC1)C(=O)OC(C)(C)C)=O (1,3-Di-tert-buyloxycarbonyl-imidazolidin-2-one), Mg(ClO4)2, CC#N (CH3CN). The solvent is C(Cl)(Cl)Cl (CHCl3). The product is EtOAc hexanes, C(C)(C)(C)OC(=O)N1C(NCC1)=O (Tert-Butyloxycarbonyl-imidazolidin-2-one). Isolated yield 50.0%. As a reaction SMILES: [C:1]([O:5][C:6]([N:8]1[CH2:12][CH2:11][N:10](C(OC(C)(C)C)=O)[C:9]1=[O:20])=[O:7])([CH3:4])([CH3:3])[CH3:2].CC#N>C(Cl)(Cl)Cl>[C:1]([O:5][C:6]([N:8]1[CH2:12][CH2:11][NH:10][C:9]1=[O:20])=[O:7])([CH3:4])([CH3:2])[CH3:3]. Procedure: A solution of 6-2 (28.0 g, 98 mmol), Mg(ClO4)2 (4.3 g, 20 mmol), and CH3CN (400 mL) was heated at 50° C. for 3 hr. The cooled solution was diluted with CHCl3 and then washed with 1N HCl, sat. naHCO3, and brine, dried (Mg SO4), and concentrated. Flash chromatography (silica, 50% EtOAc/hexanes→EtOAc) gave 6-3 as a yellow solid. Reactants: NC=1OC2=C(N1)C=CC(=C2)CCC=2N=C1N(C=CC(=C1)C(=O)OC)C2C (2-amino-6-[2-(7-methoxycarbonyl-3-methylimidazo[1,2-a]pyridin-2-yl)ethyl]benzoxazole), Cl (hydrochloric acid), O (water). The solvent is CO (methanol), [OH-].[Na+] (sodium hydroxide). Conditions: time 20 hour. Yields the product NC=1OC2=C(N1)C=CC(=C2)CCC=2N=C1N(C=CC(=C1)C(=O)O)C2C (2-amino-6-[2-(7-carboxy-3-methylimidazo[1,2-a]pyridin-2-yl)ethyl]benzoxazole). The yield is 31.3%. Reaction SMILES: [NH2:1][C:2]1[O:3][C:4]2[CH:10]=[C:9]([CH2:11][CH2:12][C:13]3[N:14]=[C:15]4[CH:20]=[C:19]([C:21]([O:23]C)=[O:22])[CH:18]=[CH:17][N:16]4[C:25]=3[CH3:26])[CH:8]=[CH:7][C:5]=2[N:6]=1.O.Cl>CO.[OH-].[Na+]>[NH2:1][C:2]1[O:3][C:4]2[CH:10]=[C:9]([CH2:11][CH2:12][C:13]3[N:14]=[C:15]4[CH:20]=[C:19]([C:21]([OH:23])=[O:22])[CH:18]=[CH:17][N:16]4[C:25]=3[CH3:26])[CH:8]=[CH:7][C:5]=2[N:6]=1 |f:4.5|. Procedure details: A mixture of 2-amino-6-[2-(7-methoxycarbonyl-3-methylimidazo[1,2-a]pyridin-2-yl)ethyl]benzoxazole (0.8 g) in methanol (8 ml) and 1N sodium hydroxide (6.8 ml) was stirred for 20 hours at ambient temperature. To the reaction mixture was added a water and the mixture was adjusted to pH 5 with 4N-hydrochloric acid. The isolated precipitate was collected by filtration and dried to give 2-amino-6-[2-(7-carboxy-3-methylimidazo[1,2-a]pyridin-2-yl)ethyl]benzoxazole (0.24 g). Reactants: O=C(O)CC(Cc1ccccc1)C(=O)OCc1ccccc1, C1CCC2CNCC2C1, CN1CCOCC1, CC(C)COC(=O)Cl, C1CCOC1. The product is O=C(OCc1ccccc1)C(CC(=O)N1CC2CCCCC2C1)Cc1ccccc1. As a reaction SMILES: [CH2:1]([c:2]1[cH:3][cH:4][cH:5][cH:6][cH:7]1)[O:8][C:9](=[O:10])[CH:11]([CH2:12][C:13](=[O:14])[OH:15])[CH2:16][c:17]1[cH:18][cH:19][cH:20][cH:21][cH:22]1.[CH2:38]1[NH:39][CH2:40][CH:41]2[CH2:42][CH2:43][CH2:44][CH2:45][CH:46]12.[CH3:23][N:24]1[CH2:25][CH2:26][O:27][CH2:28][CH2:29]1.[Cl:30][C:31]([O:32][CH2:33][CH:34]([CH3:35])[CH3:36])=[O:37].[O:47]1[CH2:48][CH2:49][CH2:50][CH2:51]1>>[CH2:1]([c:2]1[cH:3][cH:4][cH:5][cH:6][cH:7]1)[O:8][C:9](=[O:10])[CH:11]([CH2:12][C:13](=[O:15])[N:39]1[CH2:38][CH:46]2[CH:41]([CH2:40]1)[CH2:42][CH2:43][CH2:44][CH2:45]2)[CH2:16][c:17]1[cH:18][cH:19][cH:20][cH:21][cH:22]1.